Dataset: the Open Reaction Database (ORD), a public repository of structured organic reaction records. Task: describe an organic reaction: reactants, conditions, products, and yield The reactants are CO, CN(C)C1CN(c2cc(Cl)cc(NNC(=O)C(CC3CCCC3)CN(C=O)OCc3ccccc3)c2F)CC12CC2, [Rh]. Yields the product CN(C)C1CN(c2cc(Cl)cc(NNC(=O)C(CC3CCCC3)CN(O)C=O)c2F)CC12CC2. RXN SMILES: [CH3:42][OH:43].[Cl:1][c:2]1[cH:3][c:4]([N:32]2[CH2:33][C:34]3([CH2:35][CH2:36]3)[CH:37]([N:39]([CH3:40])[CH3:41])[CH2:38]2)[c:5]([F:31])[c:6]([NH:8][NH:9][C:10]([CH:11]([CH2:12][N:13]([CH:14]=[O:15])[O:16][CH2:17][c:18]2[cH:19][cH:20][cH:21][cH:22][cH:23]2)[CH2:24][CH:25]2[CH2:26][CH2:27][CH2:28][CH2:29]2)=[O:30])[cH:7]1.[Rh:44]>>[Cl:1][c:2]1[cH:3][c:4]([N:32]2[CH2:33][C:34]3([CH2:35][CH2:36]3)[CH:37]([N:39]([CH3:40])[CH3:41])[CH2:38]2)[c:5]([F:31])[c:6]([NH:8][NH:9][C:10]([CH:11]([CH2:12][N:13]([CH:14]=[O:15])[OH:16])[CH2:24][CH:25]2[CH2:26][CH2:27][CH2:28][CH2:29]2)=[O:30])[cH:7]1.